From a dataset of the Open Reaction Database (ORD), a public repository of structured organic reaction records. describe an organic reaction: reactants, conditions, products, and yield The product is CCCCN1CC(C(=O)O)N(C(=O)C(C)CSC(=O)c2ccccc2)C1=O. RXN SMILES: [CH2:1]([CH2:2][CH2:3][CH3:4])[N:5]1[C:6](=[O:31])[N:7]([C:17]([CH:18]([CH2:19][S:20][C:21]([c:22]2[cH:23][cH:24][cH:25][cH:26][cH:27]2)=[O:28])[CH3:29])=[O:30])[CH:8]([C:10](=[O:11])[O:12][C:13]([CH3:14])([CH3:15])[CH3:16])[CH2:9]1.[OH:32][C:33]([C:34]([F:35])([F:36])[F:37])=[O:38]>>[CH2:1]([CH2:2][CH2:3][CH3:4])[N:5]1[C:6](=[O:31])[N:7]([C:17]([CH:18]([CH2:19][S:20][C:21]([c:22]2[cH:23][cH:24][cH:25][cH:26][cH:27]2)=[O:28])[CH3:29])=[O:30])[CH:8]([C:10](=[O:11])[OH:12])[CH2:9]1. Reactants: CCCCN1CC(C(=O)OC(C)(C)C)N(C(=O)C(C)CSC(=O)c2ccccc2)C1=O, O=C(O)C(F)(F)F. Reactants: CCCCc1nc2cnc3ccccc3c2n1CCCCO, CC(C)OC(=O)N=NC(=O)OC(C)C, C1CCOC1, O=C1c2ccccc2C(=O)N1O, c1ccc(P(c2ccccc2)c2ccccc2)cc1. Product: CCCCc1nc2cnc3ccccc3c2n1CCCCON1C(=O)c2ccccc2C1=O. As a reaction SMILES: [CH2:32]([CH2:33][CH2:34][CH3:35])[c:36]1[n:37]([CH2:49][CH2:50][CH2:51][CH2:52][OH:53])[c:38]2[c:39]([cH:40][n:41][c:42]3[cH:43][cH:44][cH:45][cH:46][c:47]23)[n:48]1.[O:54]=[C:55]([O:56][CH:57]([CH3:58])[CH3:59])[N:60]=[N:61][C:62]([O:63][CH:64]([CH3:65])[CH3:66])=[O:67].[O:68]1[CH2:69][CH2:70][CH2:71][CH2:72]1.[OH:20][N:21]1[C:22](=[O:31])[c:23]2[c:24]([cH:27][cH:28][cH:29][cH:30]2)[C:25]1=[O:26].[c:1]1([P:2]([c:3]2[cH:4][cH:5][cH:6][cH:7][cH:8]2)[c:9]2[cH:10][cH:11][cH:12][cH:13][cH:14]2)[cH:15][cH:16][cH:17][cH:18][cH:19]1>>[O:20]([N:21]1[C:22](=[O:31])[c:23]2[c:24]([cH:27][cH:28][cH:29][cH:30]2)[C:25]1=[O:26])[CH2:52][CH2:51][CH2:50][CH2:49][n:37]1[c:36]([CH2:32][CH2:33][CH2:34][CH3:35])[n:48][c:39]2[c:38]1[c:47]1[c:42]([n:41][cH:40]2)[cH:43][cH:44][cH:45][cH:46]1. Reactants: COc1c2c(c(OC)c(OC)c1OC)CCC(CCI)CC2, [Na+], [Na+], O=C([O-])[O-], CN(C)C=O, O, c1ccc2[nH]cnc2c1. The product is COc1c2c(c(OC)c(OC)c1OC)CCC(CCn1cnc3ccccc31)CC2. Reaction SMILES: [I:1][CH2:2][CH2:3][CH:4]1[CH2:5][CH2:6][c:7]2[c:8]([c:11]([O:21][CH3:22])[c:12]([O:19][CH3:20])[c:13]([O:17][CH3:18])[c:14]2[O:15][CH3:16])[CH2:9][CH2:10]1.[Na+:32].[Na+:33].[O-:34][C:35](=[O:36])[O-:37].[O:38]=[CH:39][N:40]([CH3:41])[CH3:42].[OH2:43].[n:23]1[cH:24][nH:25][c:26]2[c:27]1[cH:28][cH:29][cH:30][cH:31]2>>[CH2:2]([CH2:3][CH:4]1[CH2:5][CH2:6][c:7]2[c:8]([c:11]([O:21][CH3:22])[c:12]([O:19][CH3:20])[c:13]([O:17][CH3:18])[c:14]2[O:15][CH3:16])[CH2:9][CH2:10]1)[n:23]1[cH:24][n:25][c:26]2[c:27]1[cH:28][cH:29][cH:30][cH:31]2. The reactants are CN1CN=CC=C1 (3-Methyl-pyrimidine), [Mn](=O)(=O)(=O)[O-].[K+] (potassium permanganate), C([O-])([O-])=O.[Na+].[Na+] (sodium carbonate). The solvent is O (water). The product is N1=CN=C(C=C1)C(=O)O (Pyrimidine-4-carboxylic acid). Yield: 11.0%. Reaction SMILES: C[N:2]1[CH:7]=[CH:6][CH:5]=[N:4][CH2:3]1.[Mn]([O-])(=O)(=O)=O.[K+].[C:14](=O)([O-:16])[O-:15].[Na+].[Na+]>O>[N:2]1[CH:7]=[CH:6][C:5]([C:14]([OH:16])=[O:15])=[N:4][CH:3]=1 |f:1.2,3.4.5|. Procedure details: 3-Methyl-pyrimidine (9.41 g, 100 mmol), potassium permanganate (26.9 g) and sodium carbonate (10.6 g) was refluxed in water (100 ml) for 72 h followed by filtration through celite. The filtrate was washed with several portions of DCM and EtOAc before acidification with conc. HCl. The formed precipitate was collected and washed with water to yield 1.37 g of the title compound as a white solid. 1H NMR (DMSO-d6) d (ppm): 13.94 (br. s, 1H), 9.37 (d, 1H), 9.07 (d, 1H), 8.01 (dd, 1H). The reactants are CN(C)C=O, CC(=O)O, N#Cc1ccc(F)cc1, Nc1nc(N)c2c(ccc3[nH]ccc32)n1. The product is N#Cc1ccc(-n2ccc3c4c(N)nc(N)nc4ccc32)cc1. As a reaction SMILES: [CH3:16][N:17]([CH3:18])[CH:19]=[O:20].[CH3:30][C:31](=[O:32])[OH:33].[F:21][c:22]1[cH:23][cH:24][c:25]([C:26]#[N:27])[cH:28][cH:29]1.[c:1]1([NH2:15])[n:2][c:3]([NH2:14])[n:4][c:5]2[cH:6][cH:7][c:8]3[c:9]([c:10]12)[cH:11][cH:12][nH:13]3>>[c:1]1([NH2:15])[n:2][c:3]([NH2:14])[n:4][c:5]2[cH:6][cH:7][c:8]3[c:9]([c:10]12)[cH:11][cH:12][n:13]3-[c:22]1[cH:23][cH:24][c:25]([C:26]#[N:27])[cH:28][cH:29]1. The reactants are FC1=C(C=O)C=CC(=C1OC)OC (2-fluoro-3,4-dimethoxybenzaldehyde), Cl.NO (hydroxylamine hydrochloride). Run in C(C)O (ethanol). Run at time 2.5 hour. Yields the product FC1=C(C#N)C=CC(=C1OC)OC (2-fluoro-3,4-dimethoxybenzonitrile). Reaction SMILES: [F:1][C:2]1[C:9]([O:10][CH3:11])=[C:8]([O:12][CH3:13])[CH:7]=[CH:6][C:3]=1[CH:4]=O.Cl.[NH2:15]O>C(O)C>[F:1][C:2]1[C:9]([O:10][CH3:11])=[C:8]([O:12][CH3:13])[CH:7]=[CH:6][C:3]=1[C:4]#[N:15] |f:1.2|. Reported procedure: 4.4 g of 2-fluoro-3,4-dimethoxybenzaldehyde and 1.83 g of hydroxylamine hydrochloride are heated under reflux for 5 hours together with 30 ml of ethanol. The reaction mixture is subsequently evaporated and the residue, dried in a high vacuum at 23°, is introduced into 40 ml of phosphorus oxychloride. After stirring at 23° for 2.5 hours the reaction mixture is evaporated, the residue is treated with ice-water, the precipitate which thereby forms is filtered off, washed with water, taken up in met... The reactants are CCn1c(S)nc2ccccc2c1=O, C[O-], CO, ClCc1ccccn1, Cl, [Na+], O. Product: CCn1c(SCc2ccccn2)nc2ccccc2c1=O. RXN SMILES: [CH2:13]([CH3:14])[n:15]1[c:16]([SH:26])[n:17][c:18]2[cH:19][cH:20][cH:21][cH:22][c:23]2[c:24]1=[O:25].[CH3:1][O-:2].[CH3:28][OH:29].[Cl:5][CH2:6][c:7]1[n:8][cH:9][cH:10][cH:11][cH:12]1.[ClH:4].[Na+:3].[OH2:27]>>[CH2:6]([c:7]1[n:8][cH:9][cH:10][cH:11][cH:12]1)[S:26][c:16]1[n:15]([CH2:13][CH3:14])[c:24](=[O:25])[c:23]2[c:18]([n:17]1)[cH:19][cH:20][cH:21][cH:22]2. The reactants are C(C)(C)(C)C1=C(C(=CC(=C1)C(C)O)C(C)(C)C)O (2,6-di tert.butyl-4-(α-hydroxyethyl)phenol), Cl (HCl). Solvent: CCCCCC (hexane). The product is C(C)(C)(C)C1=C(C(=CC(=C1)C=C)C(C)(C)C)O (2,6-di tert.butyl-4-vinylphenol). Yield: 94.8%. RXN SMILES: [C:1]([C:5]1[CH:10]=[C:9]([CH:11](O)[CH3:12])[CH:8]=[C:7]([C:14]([CH3:17])([CH3:16])[CH3:15])[C:6]=1[OH:18])([CH3:4])([CH3:3])[CH3:2].Cl>CCCCCC>[C:1]([C:5]1[CH:10]=[C:9]([CH:11]=[CH2:12])[CH:8]=[C:7]([C:14]([CH3:17])([CH3:16])[CH3:15])[C:6]=1[OH:18])([CH3:4])([CH3:3])[CH3:2]. Reported procedure: A solution of 50 grams of 2,6-di tert.butyl-4-(α-hydroxyethyl)phenol in 100 milliliters of hexane was stirred vigorously with 100 milliliters of concentrated HCl for 1 hour. The hexane layer was separated and the hexane removed by distillation under aspirator vacuum. The residual 2,6-di tert.butyl-4-(α-chloroethyl)phenol was dissolved in 100 milliliters of pyridine and the solution was heated under reflux for 30 minutes. Pyridine was removed by distillation under aspirator vacuum and the residue... The reactants are C1CCOC1, CCOC(=O)C1CCCN(Cc2ccc(Cl)cc2)C1, [Li+], [OH-], O. The product is O=C(O)C1CCCN(Cc2ccc(Cl)cc2)C1. Reaction SMILES: [CH2:23]1[O:24][CH2:25][CH2:26][CH2:27]1.[Cl:4][c:5]1[cH:6][cH:7][c:8]([CH2:9][N:10]2[CH2:11][CH:12]([C:13](=[O:14])[O:15][CH2:16][CH3:17])[CH2:18][CH2:19][CH2:20]2)[cH:21][cH:22]1.[Li+:3].[OH-:2].[OH2:1]>>[Cl:4][c:5]1[cH:6][cH:7][c:8]([CH2:9][N:10]2[CH2:11][CH:12]([C:13](=[O:14])[OH:15])[CH2:18][CH2:19][CH2:20]2)[cH:21][cH:22]1. Reactants: CCOC(=O)CCc1cn(Cc2ccc(OCc3cccnc3)c(OC)c2)nc1OCC, CCO, Cl, [Na+], C1CCOC1, [OH-]. Product: CCOc1nn(Cc2ccc(OCc3cccnc3)c(OC)c2)cc1CCC(=O)O. As a reaction SMILES: [CH2:1]([CH3:2])[O:3][c:4]1[n:5][n:6]([CH2:16][c:17]2[cH:18][c:19]([O:31][CH3:32])[c:20]([O:23][CH2:24][c:25]3[cH:26][n:27][cH:28][cH:29][cH:30]3)[cH:21][cH:22]2)[cH:7][c:8]1[CH2:9][CH2:10][C:11](=[O:12])[O:13][CH2:14][CH3:15].[CH3:40][CH2:41][OH:42].[ClH:43].[Na+:34].[O:35]1[CH2:36][CH2:37][CH2:38][CH2:39]1.[OH-:33]>>[CH2:1]([CH3:2])[O:3][c:4]1[n:5][n:6]([CH2:16][c:17]2[cH:18][c:19]([O:31][CH3:32])[c:20]([O:23][CH2:24][c:25]3[cH:26][n:27][cH:28][cH:29][cH:30]3)[cH:21][cH:22]2)[cH:7][c:8]1[CH2:9][CH2:10][C:11](=[O:12])[OH:13].